Dataset: the Open Reaction Database (ORD), a public repository of structured organic reaction records. Task: describe an organic reaction: reactants, conditions, products, and yield The reactants are COC(C1=CC=C(C=C1)N)=O (4-amino-benzoic acid methyl ester), C(C)C1=C(C=O)C=CC=C1 (2-ethyl-benzaldehyde), C=C(C)C (isobutene), FC(S(=O)(=O)[O-])(F)F.[Yb+3].FC(S(=O)(=O)[O-])(F)F.FC(S(=O)(=O)[O-])(F)F (ytterbium(III) trifluoromethanesulfonate). Solvent: C(C)#N (acetonitrile), C(C)(=O)OCC (ethyl acetate). Run at temperature 85 celsius, time 16 hour. Yields the product COC(=O)C=1C=C2C(CC(NC2=CC1)C1=C(C=CC=C1)CC)(C)C (2-(2-ethyl-phenyl)-4,4-dimethyl-1,2,3,4-tetrahydro-quinoline-6-carboxylic acid methyl ester). Yield: 51.5%. As a reaction SMILES: [CH3:1][O:2][C:3](=[O:11])[C:4]1[CH:9]=[CH:8][C:7]([NH2:10])=[CH:6][CH:5]=1.[CH2:12]([C:14]1[CH:21]=[CH:20][CH:19]=[CH:18][C:15]=1[CH:16]=O)[CH3:13].[CH2:22]=[C:23]([CH3:25])[CH3:24].FC(F)(F)S([O-])(=O)=O.[Yb+3].FC(F)(F)S([O-])(=O)=O.FC(F)(F)S([O-])(=O)=O>C(#N)C.C(OCC)(=O)C>[CH3:1][O:2][C:3]([C:4]1[CH:5]=[C:6]2[C:7](=[CH:8][CH:9]=1)[NH:10][CH:16]([C:15]1[CH:18]=[CH:19][CH:20]=[CH:21][C:14]=1[CH2:12][CH3:13])[CH2:22][C:23]2([CH3:25])[CH3:24])=[O:11] |f:3.4.5.6|. Procedure: To a stirred solution of 4-amino-benzoic acid methyl ester (1 g, 6 mmol) and 2-ethyl-benzaldehyde (1.2 g, 8.9 mmol) in acetonitrile (40 mL) were added isobutene (1.7 mL, 24 mmol) and ytterbium(III) trifluoromethanesulfonate (Yb(OTf)3) (0.55 g, 0.9 mmol). The resulting mixture was stirred at 85° C. for 16 h in sealed tube. The mixture was diluted with ethyl acetate (100 mL) and washed with water (50 mL×2) and brine (50 mL×2) and then dried over anhydrous sodium sulfate. The solvent was removed in...